Dataset: the Open Reaction Database (ORD), a public repository of structured organic reaction records. Task: describe an organic reaction: reactants, conditions, products, and yield The reactants are Cc1nc(N2CCC(CCC#N)CC2)c2c(C)c(C)n(-c3c(C)cc(Br)cc3C)c2n1, CCOCC, [Na+], [OH-], O=S(=O)(O)O. Product: Cc1nc(N2CCC(CCC(N)=O)CC2)c2c(C)c(C)n(-c3c(C)cc(Br)cc3C)c2n1. As a reaction SMILES: [Br:1][c:2]1[cH:3][c:4]([CH3:31])[c:5](-[n:9]2[c:10]([CH3:30])[c:11]([CH3:29])[c:12]3[c:13]2[n:14][c:15]([CH3:28])[n:16][c:17]3[N:18]2[CH2:19][CH2:20][CH:21]([CH2:24][CH2:25][C:26]#[N:27])[CH2:22][CH2:23]2)[c:6]([CH3:8])[cH:7]1.[CH2:39]([O:40][CH2:41][CH3:42])[CH3:43].[Na+:38].[OH-:37].[S:32]([OH:33])(=[O:34])(=[O:35])[OH:36]>>[Br:1][c:2]1[cH:3][c:4]([CH3:31])[c:5](-[n:9]2[c:10]([CH3:30])[c:11]([CH3:29])[c:12]3[c:13]2[n:14][c:15]([CH3:28])[n:16][c:17]3[N:18]2[CH2:19][CH2:20][CH:21]([CH2:24][CH2:25][C:26]([NH2:27])=[O:33])[CH2:22][CH2:23]2)[c:6]([CH3:8])[cH:7]1. Reactants: CS(=O)(=O)O, COc1cc(CCC(=O)O)cc(OC)c1, [Na+], [OH-]. Yields the product COc1cc2c(c(OC)c1)C(=O)CC2. RXN SMILES: [CH3:18][S:19](=[O:20])(=[O:21])[OH:22].[CH3:1][O:2][c:3]1[cH:4][c:5]([CH2:11][CH2:12][C:13](=[O:14])[OH:15])[cH:6][c:7]([O:9][CH3:10])[cH:8]1.[Na+:17].[OH-:16]>>[CH3:1][O:2][c:3]1[c:4]2[c:5]([cH:6][c:7]([O:9][CH3:10])[cH:8]1)[CH2:11][CH2:12][C:13]2=[O:15]. Reactants: C(C)OC(C1=CC(=CC(=C1)C(F)(F)F)S)=O (3-mercapto-5-trifluoromethyl-benzoic acid ethyl ester), ClCC(C)=O (chloroacetone). Product: C(C)OC(C1=CC(=CC(=C1)C(F)(F)F)SCC(C)=O)=O (3-(2-Oxo-propylsulfanyl)-5-trifluoromethyl-benzoic acid ethyl ester). Reaction SMILES: [CH2:1]([O:3][C:4](=[O:16])[C:5]1[CH:10]=[C:9]([C:11]([F:14])([F:13])[F:12])[CH:8]=[C:7]([SH:15])[CH:6]=1)[CH3:2].Cl[CH2:18][C:19](=[O:21])[CH3:20]>>[CH2:1]([O:3][C:4](=[O:16])[C:5]1[CH:10]=[C:9]([C:11]([F:13])([F:12])[F:14])[CH:8]=[C:7]([S:15][CH2:18][C:19](=[O:21])[CH3:20])[CH:6]=1)[CH3:2]. Procedure: Prepared according to the procedure described in Example 40, Step 4, using the following starting materials: 3-mercapto-5-trifluoromethyl-benzoic acid ethyl ester and chloroacetone. Reactants: CCOC(=O)c1cnc(N2CC(NC(=O)OC(C)(C)C)C2)nc1, Cl, C1COCCO1. The product is Cl, CCOC(=O)c1cnc(N2CC(N)C2)nc1. RXN SMILES: [C:2]([O:3][C:4](=[O:5])[NH:9][CH:10]1[CH2:11][N:12]([c:14]2[n:15][cH:16][c:17]([C:20](=[O:21])[O:22][CH2:23][CH3:24])[cH:18][n:19]2)[CH2:13]1)([CH3:6])([CH3:7])[CH3:8].[ClH:1].[O:25]1[CH2:26][CH2:27][O:28][CH2:29][CH2:30]1>>[ClH:1].[NH2:9][CH:10]1[CH2:11][N:12]([c:14]2[n:15][cH:16][c:17]([C:20](=[O:21])[O:22][CH2:23][CH3:24])[cH:18][n:19]2)[CH2:13]1. RXN SMILES: [CH3:19][c:20]1[cH:21][c:22]([Br:23])[c:24]([S:25]([CH3:26])(=[O:27])=[O:28])[cH:29][c:30]1[C:31]([O:32][CH3:33])=[O:34].[CH3:1][c:2]1[c:3]([C:4](=[O:5])[O:6][CH3:7])[cH:8][c:9]([S:15](=[O:16])(=[O:17])[CH3:18])[c:10]([CH:12]([CH3:13])[CH3:14])[cH:11]1.[CH3:44][OH:45].[CH:36]([Zn+:37])([CH3:38])[CH3:39].[Cl-:35].[Cu:46][I:47].[NH2:40][C:41]([NH2:42])=[NH:43]>>[CH3:1][c:2]1[c:3]([C:4](=[O:5])[N:40]=[C:41]([NH2:42])[NH2:43])[cH:8][c:9]([S:15](=[O:16])(=[O:17])[CH3:18])[c:10]([CH:12]([CH3:13])[CH3:14])[cH:11]1. Yields the product Cc1cc(C(C)C)c(S(C)(=O)=O)cc1C(=O)N=C(N)N. The reactants are COC(=O)c1cc(S(C)(=O)=O)c(Br)cc1C, COC(=O)c1cc(S(C)(=O)=O)c(C(C)C)cc1C, CO, CC(C)[Zn+], [Cl-], [Cu]I, N=C(N)N. Run in ClCCl (dichloromethane), C(=O)([O-])[O-].[K+].[K+] (K2CO3). Product: BrC1=CC=C(C=C1)S(=O)(=O)NC1=C(C=CC=C1)C (4-Bromo-N-o-tolyl-benzenesulfonamide). The reactants are BrC1=CC=C(C=C1)S(=O)(=O)N1CCC1 (1-(4-bromo-benzenesulfonyl)-azetidine), NC=1C(=CC=CC1)C (o-toluidine), BrC1=CC=C(C=C1)S(=O)(=O)N1CCC1 (1-(4-bromo-benzenesulfonyl)-azetidine), BrC1=CC=C(C=C1)S(=O)(=O)Cl (4-bromo-benzenesulfonyl chloride). RXN SMILES: [Br:1][C:2]1[CH:7]=[CH:6][C:5]([S:8]([N:11]2[CH2:14][CH2:13][CH2:12]2)(=[O:10])=[O:9])=[CH:4][CH:3]=1.Br[C:16]1[CH:21]=CC(S(Cl)(=O)=O)=[CH:18][CH:17]=1.NC1C(C)=CC=CC=1>ClCCl.C([O-])([O-])=O.[K+].[K+]>[Br:1][C:2]1[CH:3]=[CH:4][C:5]([S:8]([NH:11][C:14]2[CH:18]=[CH:17][CH:16]=[CH:21][C:13]=2[CH3:12])(=[O:9])=[O:10])=[CH:6][CH:7]=1 |f:4.5.6|. Procedure: The title compound is analogously synthesized as described for 1-(4-bromo-benzenesulfonyl)-azetidine (compound C3) from 1.28 g of 4-bromo-benzenesulfonyl chloride, 643 mg of commercially available o-toluidine in 20 ml of dichloromethane and 10 ml of K2CO3 solution. Purification by chromatography on flash silica gel (eluent: neat dichloromethane) affords 830 mg of the title compound as colorless, amorphous solid of m.p. 114° C. GC-MS: 327.0 (MH+). TLC: Rf=0.58 (neat dichloromethane). Conditions: time 2 hour. The yield is 89.5%. The product is CC1=C(C(=O)C2=CC=C(N2C)CC2=CC=C(N)C=C2)C=CC(=C1)C (4-[5-(2,4-dimethylbenzoyl)-1-methylpyrrol-2-yl-methyl)aniline). The reagents and catalysts are [Pd] (Pd/C). Reported procedure: 4-[5-(2,4-Dimethylbenzoyl)-1-methylpyrrol-2-ylmethyl)nitrobenzene (923 mg, 2.52 mmol) [prepared as described in Example 6, Step(e)], was dissolved in ethyl acetate (10 ml). 10% Pd/C (92 mg) was added, and the reaction mixture was vigorously stirred under hydrogen atmosphere at ambient temperature and atmospheric pressure for 2 h. The mixture was filtered through Celite®, and the filtrate was evaporated to dryness to give 4-[5-(2,4-dimethylbenzoyl)-1-methylpyrrol-2-yl-methyl)aniline (718 mg, 85%)... Reactants: CC1=C(C(=O)C2=CC=C(N2C)CC2=CC=C(C=C2)[N+](=O)[O-])C=CC(=C1)C (4-[5-(2,4-Dimethylbenzoyl)-1-methylpyrrol-2-ylmethyl)nitrobenzene). The solvent is C(C)(=O)OCC (ethyl acetate). Reaction SMILES: [CH3:1][C:2]1[CH:25]=[C:24]([CH3:26])[CH:23]=[CH:22][C:3]=1[C:4]([C:6]1[N:10]([CH3:11])[C:9]([CH2:12][C:13]2[CH:18]=[CH:17][C:16]([N+:19]([O-])=O)=[CH:15][CH:14]=2)=[CH:8][CH:7]=1)=[O:5]>C(OCC)(=O)C.[Pd]>[CH3:1][C:2]1[CH:25]=[C:24]([CH3:26])[CH:23]=[CH:22][C:3]=1[C:4]([C:6]1[N:10]([CH3:11])[C:9]([CH2:12][C:13]2[CH:18]=[CH:17][C:16]([NH2:19])=[CH:15][CH:14]=2)=[CH:8][CH:7]=1)=[O:5].